Dataset: the Open Reaction Database (ORD), a public repository of structured organic reaction records. Task: describe an organic reaction: reactants, conditions, products, and yield The reactants are C[Si](C)(C)N([Si](C)(C)C)CCC[Si](Cl)(C)C (bistrimethylsilylaminopropyldimethylchlorosilane), O1CCCC1 (tetrahydrofuran), C(=C)[Mg]Cl (vinylmagnesium chloride). Run at time 4 hour. The product is C[Si](C)(C)N([Si](C)(C)C)CCC[SiH2]C=C(C)C (bistrimethylsilylaminopropyldimethylvinylsilane). As a reaction SMILES: [CH3:1][Si:2]([N:5]([CH2:10][CH2:11][CH2:12][Si:13]([CH3:16])(C)Cl)[Si:6]([CH3:9])([CH3:8])[CH3:7])([CH3:4])[CH3:3].O1C[CH2:20][CH2:19][CH2:18]1.C([Mg]Cl)=C>>[CH3:1][Si:2]([N:5]([CH2:10][CH2:11][CH2:12][SiH2:13][CH:16]=[C:19]([CH3:20])[CH3:18])[Si:6]([CH3:9])([CH3:8])[CH3:7])([CH3:4])[CH3:3]. Procedure: A flask equipped with a stirrer, reflux condenser, dropping funnel and thermometer was charged with 53.3 g (0.18 mol) of bistrimethylsilylaminopropyldimethylchlorosilane. To the flask, 160 mL (0.22 mol) of a tetrahydrofuran solution of 1.4M vinylmagnesium chloride was added dropwise over 2 hours at an internal temperature of 60-70° C. Stirring was continued for 4 hours at the temperature. A salt formed was removed by filtration. By subsequent distillation, 40.7 g of a fraction having a boiling p... Reactants: CC1=CC=C(C=C1)CC=O (p-methylphenylacetaldehyde), aqueous solution, Cl[O-].[Na+] (sodium hypochlorite), aldehyde, S(O)(O)(=O)=O (sulfuric acid). Yields the product CC1=CC=C(C=C1)CC(=O)O (p-methylphenylacetic acid). RXN SMILES: [CH3:1][C:2]1[CH:7]=[CH:6][C:5]([CH2:8][CH:9]=[O:10])=[CH:4][CH:3]=1.S(=O)(=O)(O)[OH:12].Cl[O-].[Na+]>>[CH3:1][C:2]1[CH:7]=[CH:6][C:5]([CH2:8][C:9]([OH:12])=[O:10])=[CH:4][CH:3]=1 |f:2.3|. Procedure details: In the like manner as Example 1, 26.4 g of p-methylphenylacetaldehyde as an aldehyde and 2.3 g of sulfuric acid were used. The oxidation was done by using 125 g of 12% aqueous solution of sodium hypochlorite at temperatures of -10° to -12° C., which was followed by the hydrogenation to obtain p-methylphenylacetic acid.